From a dataset of the Open Reaction Database (ORD), a public repository of structured organic reaction records. describe an organic reaction: reactants, conditions, products, and yield Reactants: CCO, Cl, CCCCP(=O)(CC(O)(CN)c1ccc(Cl)cc1)OCC, [Na+], [OH-], O. Yields the product CCCCP(=O)([O-])CC(O)(CN)c1ccc(Cl)cc1, [Na+]. Reaction SMILES: [CH3:25][CH2:26][OH:27].[ClH:1].[NH2:2][CH2:3][C:4]([CH2:5][P:6]([O:7][CH2:8][CH3:9])(=[O:10])[CH2:11][CH2:12][CH2:13][CH3:14])([OH:15])[c:16]1[cH:17][cH:18][c:19]([Cl:22])[cH:20][cH:21]1.[Na+:24].[OH-:23].[OH2:28]>>[NH2:2][CH2:3][C:4]([CH2:5][P:6](=[O:7])([O-:10])[CH2:11][CH2:12][CH2:13][CH3:14])([OH:15])[c:16]1[cH:17][cH:18][c:19]([Cl:22])[cH:20][cH:21]1.[Na+:24]. The reactants are ClC1=C(C(=O)C2=CC=CC=C2)C(=CC(=C1)C)Cl (2,6-dichloro-4-methylbenzophenone), C(C1=CC=CC=C1)(=O)OOC(C1=CC=CC=C1)=O (dibenzoylperoxide), BrN1C(CCC1=O)=O (N-bromosuccinimide). Run in C1=CC=CC=C1 (benzene). Yields the product C(C1=CC=CC=C1)(=O)C1=C(C=C(CBr)C=C1Cl)Cl (4-benzoyl-3,5-dichlorobenzyl bromide). The yield is 57.7%. Reaction SMILES: [Cl:1][C:2]1[CH:15]=[C:14]([CH3:16])[CH:13]=[C:12]([Cl:17])[C:3]=1[C:4]([C:6]1[CH:11]=[CH:10][CH:9]=[CH:8][CH:7]=1)=[O:5].C(OOC(=O)C1C=CC=CC=1)(=O)C1C=CC=CC=1.[Br:36]N1C(=O)CCC1=O>C1C=CC=CC=1>[C:4]([C:3]1[C:2]([Cl:1])=[CH:15][C:14]([CH2:16][Br:36])=[CH:13][C:12]=1[Cl:17])(=[O:5])[C:6]1[CH:7]=[CH:8][CH:9]=[CH:10][CH:11]=1. Procedure details: A refluxing solution of 2,6-dichloro-4-methylbenzophenone (3.44 g, 13.0 mmol) and dibenzoylperoxide (325 mg, 1.34 mmol) in benzene (130 ml) was treated in portions with N-bromosuccinimide (2.75 g, 15.5 mmol). After 3 hours at reflux, the mixture was cooled and evaporated under vacuum. The residue was triturated with diethyl ether (150 ml), filtered, and evaporated under vacuum. The residue was chromatographed on a column of silica gel (250 g) eluted with 4:1 (v/v) hexane-dichloromethane to provi...